From a dataset of the Open Reaction Database (ORD), a public repository of structured organic reaction records. describe an organic reaction: reactants, conditions, products, and yield Reactants: CC(=O)Cc1ccc(OCc2ccccc2)cc1, CCOCC, CCCCCC, Cc1ccccc1, NCC(O)c1cccc(Cl)c1. The product is CC(Cc1ccc(OCc2ccccc2)cc1)NCC(O)c1cccc(Cl)c1. As a reaction SMILES: [CH2:1]([c:2]1[cH:3][cH:4][cH:5][cH:6][cH:7]1)[O:8][c:9]1[cH:10][cH:11][c:12]([CH2:15][C:16]([CH3:17])=[O:18])[cH:13][cH:14]1.[CH3:30][CH2:31][O:32][CH2:33][CH3:34].[CH3:35][CH2:36][CH2:37][CH2:38][CH2:39][CH3:40].[CH3:41][c:42]1[cH:43][cH:44][cH:45][cH:46][cH:47]1.[OH:19][CH:20]([CH2:21][NH2:22])[c:23]1[cH:24][c:25]([Cl:29])[cH:26][cH:27][cH:28]1>>[CH2:1]([c:2]1[cH:3][cH:4][cH:5][cH:6][cH:7]1)[O:8][c:9]1[cH:10][cH:11][c:12]([CH2:15][CH:16]([CH3:17])[NH:22][CH2:21][CH:20]([OH:19])[c:23]2[cH:24][c:25]([Cl:29])[cH:26][cH:27][cH:28]2)[cH:13][cH:14]1. The reactants are C(C)OC(\C(=C\C=C(C1=CC=CC=C1)C1=CC=CC=C1)\C)=O ((E)-5,5-diphenyl-2-methyl-2,4-pentadienoic acid ethyl ester), ester, [OH-].[K+] (potassium hydroxide). The solvent is O (water), CO (methanol). Run at time 8 hour. Product: C1(=CC=CC=C1)C(=C/C=C(/C(=O)O)\C)C1=CC=CC=C1 ((E)-5,5-diphenyl-2-methyl-2,4-pentadienoic acid). Reaction SMILES: [OH-].[K+].C([O:5][C:6](=[O:24])/[C:7](/[CH3:23])=[CH:8]/[CH:9]=[C:10]([C:17]1[CH:22]=[CH:21][CH:20]=[CH:19][CH:18]=1)[C:11]1[CH:16]=[CH:15][CH:14]=[CH:13][CH:12]=1)C>CO.O>[C:11]1([C:10]([C:17]2[CH:22]=[CH:21][CH:20]=[CH:19][CH:18]=2)=[CH:9]/[CH:8]=[C:7](\[CH3:23])/[C:6]([OH:24])=[O:5])[CH:12]=[CH:13][CH:14]=[CH:15][CH:16]=1 |f:0.1|. Reported procedure: As in the Example 99, a solution of 3,3-diphenyl-2-propenal (2.08 g) in ethanol (25 mL) was reacted with (carbethoxyethylidene)triphenylphosphine (4.0 g) for 30 minutes at room temperature. The reaction was worked up in the usual manner to give 2.8 g of (E)-5,5-diphenyl-2-methyl-2,4-pentadienoic acid ethyl ester as the sole product. The crude ester (2.89) in methanol (25 mL) was treated with 2N potassium hydroxide (10 mL) and the mixture was heated at reflux until the oil dissolved. Then it was ... Reactants: C1CCOC1, COC(=O)C(Cc1ccc(OCc2c(C)noc2C)cc1)Nc1nc(-c2ccccc2)cs1, CO, Cl, [Li+], [OH-], O, O. The product is Cc1noc(C)c1COc1ccc(CC(Nc2nc(-c3ccccc3)cs2)C(=O)O)cc1. Reaction SMILES: [CH2:38]1[O:39][CH2:40][CH2:41][CH2:42]1.[CH3:1][O:2][C:3]([CH:4]([CH2:5][c:6]1[cH:7][cH:8][c:9]([O:12][CH2:13][c:14]2[c:15]([CH3:20])[n:16][o:17][c:18]2[CH3:19])[cH:10][cH:11]1)[NH:21][c:22]1[s:23][cH:24][c:25](-[c:27]2[cH:28][cH:29][cH:30][cH:31][cH:32]2)[n:26]1)=[O:33].[CH3:43][OH:44].[ClH:36].[Li+:35].[OH-:34].[OH2:37].[OH2:45]>>[O:2]=[C:3]([CH:4]([CH2:5][c:6]1[cH:7][cH:8][c:9]([O:12][CH2:13][c:14]2[c:15]([CH3:20])[n:16][o:17][c:18]2[CH3:19])[cH:10][cH:11]1)[NH:21][c:22]1[s:23][cH:24][c:25](-[c:27]2[cH:28][cH:29][cH:30][cH:31][cH:32]2)[n:26]1)[OH:33]. Starting materials: CN(C=O)C1=CC=CC=C1 (N-methyl-N-phenyl formamide), [Li+].CC(C)[N-]C(C)C (LDA), BrC1=CC(=CC=C1)F (1-bromo-3-fluorobenzene), BrC1=CC(=CC=C1)F (1-bromo-3-fluorobenzene), C(C)(C)NC(C)C (diisopropylamine), C(CCC)[Li] (butyllithium). Solvent: O1CCCC1 (tetrahydrofuran), C(C)(C)(C)OC (methyl tert-butyl ether), O1CCCC1 (tetrahydrofuran), O1CCCC1 (tetrahydrofuran), hexanes. Reaction conditions: temperature 0 celsius, time 30 minute. Product: BrC1(C=O)CC(=CC=C1)F (1-Bromo-3-fluorobenzaldehyde). Isolated yield 103.3%. Reaction SMILES: C(NC(C)C)(C)C.C([Li])CCC.[Br:13][C:14]1[CH:19]=[CH:18][CH:17]=[C:16]([F:20])[CH:15]=1.[Li+].CC([N-]C(C)C)C.CN(C1C=CC=CC=1)[CH:31]=[O:32]>O1CCCC1.C(OC)(C)(C)C>[Br:13][C:14]1([CH:19]=[CH:18][CH:17]=[C:16]([F:20])[CH2:15]1)[CH:31]=[O:32] |f:3.4|. Reported procedure: To a solution of diisopropylamine (2.27 mol, 320 mL) in anhydrous tetrahydrofuran (800 mL) in a 5 L flask at 0° C. add 1.6 M butyllithium (1.16 L, 1.86 mol) in hexanes dropwise over 1.5 h. Stir the resulting yellow solution at 0° C. for 30 min. In a separate 12 L flask dissolve 1-bromo-3-fluorobenzene (203 mL, 1.86 mol) in anhydrous tetrahydrofuran (650 mL) and cool to −78° C. Transfer the preformed LDA solution to an addition funnel via cannula and add dropwise to the 1-bromo-3-fluorobenzene so...